This data is from the Open Reaction Database (ORD), a public repository of structured organic reaction records. The task is: describe an organic reaction: reactants, conditions, products, and yield The reactants are O=C([O-])[O-], COS(=O)(=O)OC, Cc1ccccc1, CC(C)=O, [K+], [K+], [Na+], [OH-], CNC(=O)C(=NO)c1ccccc1Oc1ccccc1. Yields the product CNC(=O)C(=NOC)c1ccccc1Oc1ccccc1. As a reaction SMILES: [C:21](=[O:22])([O-:23])[O-:24].[CH3:27][O:28][S:29]([O:30][CH3:31])(=[O:32])=[O:33].[CH3:36][c:37]1[cH:38][cH:39][cH:40][cH:41][cH:42]1.[CH3:43][C:44](=[O:45])[CH3:46].[K+:25].[K+:26].[Na+:35].[OH-:34].[OH:1][N:2]=[C:3]([C:4](=[O:5])[NH:6][CH3:7])[c:8]1[c:9]([O:14][c:15]2[cH:16][cH:17][cH:18][cH:19][cH:20]2)[cH:10][cH:11][cH:12][cH:13]1>>[O:1]([N:2]=[C:3]([C:4](=[O:5])[NH:6][CH3:7])[c:8]1[c:9]([O:14][c:15]2[cH:16][cH:17][cH:18][cH:19][cH:20]2)[cH:10][cH:11][cH:12][cH:13]1)[CH3:21]. Starting materials: OC12OC3=C(C1(C(C1=CC=CC=C12)=O)NC(C)=O)C=CC(=C3)C(C)C (N-(4b-hydroxy-7-isopropyl-10-oxo-4b,10-dihydro-9bH-indeno[1,2-b]benzofuran-9b-yl)acetamide), CN(C)C (Trimethylamine). RXN SMILES: [OH:1][C:2]12[C:13]3[C:8](=[CH:9][CH:10]=[CH:11][CH:12]=3)[C:7](=[O:14])[C:6]1([NH:15][C:16](=[O:18])[CH3:17])[C:5]1[CH:19]=[CH:20][C:21]([CH:23]([CH3:25])[CH3:24])=[CH:22][C:4]=1[O:3]2.CN(C)C>C1COCC1>[C:16]([N:15]([C:6]1([C:5]2[CH:19]=[CH:20][C:21]([CH:23]([CH3:24])[CH3:25])=[CH:22][C:4]=2[OH:3])[C:2](=[O:1])[C:13]2[C:8](=[CH:9][CH:10]=[CH:11][CH:12]=2)[C:7]1=[O:14])[C:2](=[O:1])[O:3][CH2:4][CH3:5])(=[O:18])[CH3:17]. Reaction conditions: time 4 hour. Yield: 151.0%. The product is C(C)(=O)N(C(OCC)=O)C1(C(C2=CC=CC=C2C1=O)=O)C1=C(C=C(C=C1)C(C)C)O (Ethyl acetyl(2-(2-hydroxy-4-isopropylphenyl)-1,3-dioxo-2,3-dihydro-1H-inden-2-yl)carbamate). Procedure details: N-(4b-hydroxy-7-isopropyl-10-oxo-4b,10-dihydro-9bH-indeno[1,2-b]benzofuran-9b-yl)acetamide (0.70 g, 2.07 mmol) was dissolved in anhydrous THF (15 ml). This solution was added with Ethyl chroloformate (0.32 g, 3.11 mmol) and Trimethylamine (0.25 g, 2.48 mmol). The reaction mixture was stirred for 4 hrs. After concentrating in a vacuum to remove THF, and the remainder was diluted with Methylene chrolide and washed with water many times. After drying and filtrating, the organic layer was purified u... Solvent: C1CCOC1 (THF). Starting materials: CC=1C=C2C=C(NC2=C(C1)[N+](=O)[O-])C1=CC=CC=C1 (5-Methyl-7-nitro-2-phenyl-1H-indole), O(C(=O)OC(C)(C)C)C(=O)OC(C)(C)C ((BOC)2O). The reagents and catalysts are CN(C)C=1C=CN=CC1 (DMAP). The product is C(=O)(OC(C)(C)C)N1C(=CC2=CC(=CC(=C12)[N+](=O)[O-])C)C1=CC=CC=C1 (1-BOC-5-methyl-7-nitro-2-phenyl-indole). RXN SMILES: [CH3:1][C:2]1[CH:3]=[C:4]2[C:8](=[C:9]([N+:11]([O-:13])=[O:12])[CH:10]=1)[NH:7][C:6]([C:14]1[CH:19]=[CH:18][CH:17]=[CH:16][CH:15]=1)=[CH:5]2.[O:20](C(OC(C)(C)C)=O)[C:21]([O:23][C:24]([CH3:27])([CH3:26])[CH3:25])=O>CN(C1C=CN=CC=1)C>[C:21]([N:7]1[C:8]2[C:4](=[CH:3][C:2]([CH3:1])=[CH:10][C:9]=2[N+:11]([O-:13])=[O:12])[CH:5]=[C:6]1[C:14]1[CH:15]=[CH:16][CH:17]=[CH:18][CH:19]=1)([O:23][C:24]([CH3:27])([CH3:26])[CH3:25])=[O:20]. Reported procedure: 5-Methyl-7-nitro-2-phenyl-1H-indole prepared in Preparation 24, (BOC)2O and DMAP were reacted according to the same procedure as Preparation 23 to give the title compound. The reactants are Cc1cc(Br)ccc1C(=O)CCC(=O)O, CC[SiH](CC)CC, O=C(O)C(F)(F)F. The product is Cc1cc(Br)ccc1CCCC(=O)O. RXN SMILES: [Br:1][c:2]1[cH:3][c:4]([CH3:15])[c:5]([C:8]([CH2:9][CH2:10][C:11](=[O:12])[OH:13])=[O:14])[cH:6][cH:7]1.[CH2:16]([SiH:17]([CH2:18][CH3:19])[CH2:20][CH3:21])[CH3:22].[F:23][C:24]([F:25])([F:26])[C:27]([OH:28])=[O:29]>>[Br:1][c:2]1[cH:3][c:4]([CH3:15])[c:5]([CH2:8][CH2:9][CH2:10][C:11](=[O:12])[OH:13])[cH:6][cH:7]1. Reactants: NC1=C2C=3C(=NN(C3C=C1)CCN)C1=C(S2)C=CC=C1 (5-amino-2H[1]benzothiopyrano[4,3,2-cd]indazole-2-ethanamine), hydrochloride salt, hydrochloride salt, NC1=C2C=3C(=NN(C3C=C1)CCNC(C)=O)C1=C(S2)C=CC=C1 (N-[2-(5-amino-2H[1]benzothiopyrano[4,3,2-cd]indazol-2-yl)ethyl]acetamide). Yields the product NC1=C2C=3C(=NN(C3C=C1)CCN(CC)CC)C1=C(S2)C=CC=C1 (5-Amino-N,N-diethyl-2H[1]benzothiopyrano[4,3,2-cd]-indazole-2-ethanamine). As a reaction SMILES: N[C:2]1C=CC2N(CCN)N=C3C4C=CC=CC=4S[C:3]=1C=23.[NH2:21][C:22]1[CH:30]=[CH:29][C:28]2[N:27]([CH2:31][CH2:32][NH:33][C:34](=O)[CH3:35])[N:26]=[C:25]3[C:37]4[CH:43]=[CH:42][CH:41]=[CH:40][C:38]=4[S:39][C:23]=1[C:24]=23>>[NH2:21][C:22]1[CH:30]=[CH:29][C:28]2[N:27]([CH2:31][CH2:32][N:33]([CH2:2][CH3:3])[CH2:34][CH3:35])[N:26]=[C:25]3[C:37]4[CH:43]=[CH:42][CH:41]=[CH:40][C:38]=4[S:39][C:23]=1[C:24]=23. Reported procedure: 5-amino-2H[1]benzothiopyrano[4,3,2-cd]indazole-2-ethanamine, mp 131°-140° C., hydrochloride salt, mp greater than 300° C. N-[2-(5-amino-2H[1]benzothiopyrano[4,3,2-cd]indazol-2-yl)ethyl]acetamide, mp 213°-216° C., hydrochloride salt, mp 287° C. dec.